This data is from the Open Reaction Database (ORD), a public repository of structured organic reaction records. The task is: describe an organic reaction: reactants, conditions, products, and yield Starting materials: C1(CC1)C=1NC2=CC=CC=C2C1 (2-cyclopropyl-1H-indole), IC1=CC=C(OCCCN2CCCC2)C=C1 (1-[3-(4-iodophenoxy)propyl]pyrrolidine), P(=O)([O-])([O-])[O-].[K+].[K+].[K+] (potassium phosphate), CN(CCN)C (N,N-dimethylethylenediamine). Reagents/catalysts: [Cu](I)I (copper iodide). Solvent: C1(=CC=CC=C1)C (toluene). Reaction conditions: temperature 100 celsius, time 8 hour. Yields the product C1(CC1)C=1N(C2=CC=CC=C2C1)C1=CC=C(C=C1)OCCCN1CCCC1 (2-Cyclopropyl-1-[4-(3-pyrrolidin-1-ylpropoxy)phenyl]-1H-indole). Yield: 4.0%. As a reaction SMILES: [CH:1]1([C:4]2[NH:5][C:6]3[C:11]([CH:12]=2)=[CH:10][CH:9]=[CH:8][CH:7]=3)[CH2:3][CH2:2]1.I[C:14]1[CH:28]=[CH:27][C:17]([O:18][CH2:19][CH2:20][CH2:21][N:22]2[CH2:26][CH2:25][CH2:24][CH2:23]2)=[CH:16][CH:15]=1.P([O-])([O-])([O-])=O.[K+].[K+].[K+].CN(C)CCN>C1(C)C=CC=CC=1.[Cu](I)I>[CH:1]1([C:4]2[N:5]([C:14]3[CH:15]=[CH:16][C:17]([O:18][CH2:19][CH2:20][CH2:21][N:22]4[CH2:23][CH2:24][CH2:25][CH2:26]4)=[CH:27][CH:28]=3)[C:6]3[C:11]([CH:12]=2)=[CH:10][CH:9]=[CH:8][CH:7]=3)[CH2:3][CH2:2]1 |f:2.3.4.5|. Procedure: To a solution of 2-cyclopropyl-1H-indole (17 mg, 0.11 mmol) and 1-[3-(4-iodophenoxy)propyl]pyrrolidine (36 mg. 0.11 mmol) in toluene (0.2 mL) was added copper iodide (0.2 mg), potassium phosphate (47 mg, 0.22 mmol), and N,N-dimethylethylenediamine (1.2 μL, 0.11 mmol). The reaction was stirred at 100° C. overnight. After cooling to room temperature, the reaction was filtered through a pad of silica. The reaction was concentrated and purified by preparative HPLC to give 1.6 mg of the desired indol... Reactants: ClCCl (dichloromethane), C(#N)C=1C=C(C=CC1)\C(=C/C(=O)OCC)\C (ethyl (Z) 3-(3-cyanophenyl)-2-butenoate), BrN1C(CCC1=O)=O (N-bromosuccinimide). Reagents/catalysts: C(C1=CC=CC=C1)(=O)OOC(C1=CC=CC=C1)=O (benzoyl peroxide). Solvent: C(Cl)(Cl)(Cl)Cl (carbon tetrachloride). Yields the product C(#N)C=1C=C(C=CC1)/C(=C/C(=O)OCC)/CBr (ethyl (Z) 3-(3-cyanophenyl)-4-bromo-2-butenoate). Isolated yield 28.1%. As a reaction SMILES: [C:1]([C:3]1[CH:4]=[C:5](/[C:9](/[CH3:16])=[CH:10]\[C:11]([O:13][CH2:14][CH3:15])=[O:12])[CH:6]=[CH:7][CH:8]=1)#[N:2].[Br:17]N1C(=O)CCC1=O.ClCCl>C(Cl)(Cl)(Cl)Cl.C(OOC(=O)C1C=CC=CC=1)(=O)C1C=CC=CC=1>[C:1]([C:3]1[CH:4]=[C:5](/[C:9](/[CH2:16][Br:17])=[CH:10]/[C:11]([O:13][CH2:14][CH3:15])=[O:12])[CH:6]=[CH:7][CH:8]=1)#[N:2]. Procedure: To a solution of ethyl (Z) 3-(3-cyanophenyl)-2-butenoate (2 g, 9.3 mmol) in 50 ml carbon tetrachloride was added N-bromosuccinimide (1.74 g, 9.77 mmol) and benzoyl peroxide (40 mg, 0.165 mmol). Reaction mixture was heated to reflux and stirred over night. Reaction was allowed to cool to room temperature to which 50 ml dichloromethane was added. Organic was washed with 2×50 ml water, dried over magnesium sulfate, filtered and concentrated in vacuo. Crude residue was chromatographed on silica gel ... Reactants: Cl (hydrochloric acid), N12CCCCCC2=NCCC1 (1,8-diazabicyclo[5.4.0]undec-7-ene), O (water), ClCC(C(C(=O)OCC)(F)F)(O)C1=C(C=C(C=C1)F)F (ethyl 4-chloro-3-(2,4-difluorophenyl)-2,2-difluoro-3-hydroxybutyrate). The solvent is C(Cl)Cl (methylene chloride). Product: FC1=C(C=CC(=C1)F)C1(C(C(=O)OCC)(F)F)CO1 (ethyl 3-(2,4-difluorophenyl)-3,4-epoxy-2,2-difluorobutyrate). The yield is 80.0%. RXN SMILES: Cl[CH2:2][C:3]([C:13]1[CH:18]=[CH:17][C:16]([F:19])=[CH:15][C:14]=1[F:20])([OH:12])[C:4]([F:11])([F:10])[C:5]([O:7][CH2:8][CH3:9])=[O:6].N12CCCN=C1CCCCC2.O.Cl>C(Cl)Cl>[F:20][C:14]1[CH:15]=[C:16]([F:19])[CH:17]=[CH:18][C:13]=1[C:3]1([O:12][CH2:2]1)[C:4]([F:11])([F:10])[C:5]([O:7][CH2:8][CH3:9])=[O:6]. Procedure: In 150 ml of methylene chloride was dissolved 15.7 g of ethyl 4-chloro-3-(2,4-difluorophenyl)-2,2-difluoro-3-hydroxybutyrate. To the solution was dropwise added 8.4 g of 1,8-diazabicyclo[5.4.0]undec-7-ene at 5°-10° C. The mixture was subjected to reaction at the same temperature for 2 hours. The resulting reaction mixture was introduced into 150 ml of water and adjusted to p 1.0 with 6N hydrochloric acid. The organic layer was separated, washed with a saturated aqueous sodium chloride solution, ... Starting materials: CC#N, NC1CC1, CC(C)OC(=O)c1ccc(Br)cc1CBr. The product is CC(C)OC(=O)c1ccc(Br)cc1CNC1CC1. As a reaction SMILES: [CH3:20][C:21]#[N:22].[CH:16]1([NH2:19])[CH2:17][CH2:18]1.[CH:1]([CH3:2])([CH3:3])[O:4][C:5]([c:6]1[c:7]([CH2:13][Br:14])[cH:8][c:9]([Br:12])[cH:10][cH:11]1)=[O:15]>>[CH:1]([CH3:2])([CH3:3])[O:4][C:5]([c:6]1[c:7]([CH2:13][NH:19][CH:16]2[CH2:17][CH2:18]2)[cH:8][c:9]([Br:12])[cH:10][cH:11]1)=[O:15]. Reactants: CNCCCC1=CC=CC=C1 (N-methyl-N-(3-phenylpropyl)amine), C(C)N(C(C)C)C(C)C (Ethyldiisopropylamine), C(C)(C)(C)OC(=O)N(C)[C@@H](C(=O)O)CC1=CC2=CC=CC=C2C=C1 ((2R)-2-(N-(tert-Butoxycarbonyl)-N-methylamino)-3(2-naphthyl)propionic acid), Cl.CN(CCCN=C=NCC)C (N-(3-Dimethylaminopropyl)-N′-ethylcarbodiimide hydrochloride). Solvent: ClCCl (dichloromethane), C(C)(=O)OCC (ethyl acetate), CN(C=O)C (N,N-dimethylformamide), ClCCl (dichloromethane). Run at temperature 0 celsius, time 15 minute. Yields the product C(C)(C)(C)OC(N([C@H](CC1=CC2=CC=CC=C2C=C1)C(N(CCCC1=CC=CC=C1)C)=O)C)=O (N-methyl-N-((1R)-1-(N-methyl-N-(3-phenylpropyl)carbamoyl)-2-(2-naphthyl)ethyl)carbamic acid tert-butyl ester). Yield: 46.3%. RXN SMILES: [C:1]([O:5][C:6]([N:8]([C@H:10]([CH2:14][C:15]1[CH:24]=[CH:23][C:22]2[C:17](=[CH:18][CH:19]=[CH:20][CH:21]=2)[CH:16]=1)[C:11](O)=[O:12])[CH3:9])=[O:7])([CH3:4])([CH3:3])[CH3:2].Cl.CN(C)CCCN=C=NCC.[CH3:37][NH:38][CH2:39][CH2:40][CH2:41][C:42]1[CH:47]=[CH:46][CH:45]=[CH:44][CH:43]=1.C(N(C(C)C)C(C)C)C>CN(C)C=O.ClCCl.C(OCC)(=O)C>[C:1]([O:5][C:6](=[O:7])[N:8]([CH3:9])[C@@H:10]([C:11](=[O:12])[N:38]([CH3:37])[CH2:39][CH2:40][CH2:41][C:42]1[CH:47]=[CH:46][CH:45]=[CH:44][CH:43]=1)[CH2:14][C:15]1[CH:24]=[CH:23][C:22]2[C:17](=[CH:18][CH:19]=[CH:20][CH:21]=2)[CH:16]=1)([CH3:2])([CH3:3])[CH3:4] |f:1.2|. Procedure details: (2R)-2-(N-(tert-Butoxycarbonyl)-N-methylamino)-3(2-naphthyl)propionic acid (2.21 g, 6.70 mmol) was dissolved in N,N-dimethylformamide (3 ml) and dichloromethane (6 ml). 1-Hydroxy-7-azabenzotrazole (0.91 g, 6.70 mmol) was added. The solution was cooled to 0° C. N-(3-Dimethylaminopropyl)-N′-ethylcarbodiimide hydrochloride (1.28 g, 6.70 mmol) was added. The reaction mixture was stirred for 15 min at 0° C. A solution of N-methyl-N-(3-phenylpropyl)amine (1.0 g, 6.7 mmol) in dichloromethane (3 ml) was... The reactants are FC=1C=C(CNC(=O)C=2SC(=CC2)Br)C=C(C1NS(=O)(=O)C)F (5-bromo-thiophene-2-carboxylic acid 3,5-difluoro-4-methanesulfonylamino-benzylamide), FC(C1=CC=C(C=C1)B(O)O)(F)F (4-trifluoromethyl phenyl boronic acid), C(=O)([O-])[O-].[Na+].[Na+] (Na2CO3), CCO (EtOH). Reagents/catalysts: C=1C=CC(=CC1)[P](C=2C=CC=CC2)(C=3C=CC=CC3)[Pd]([P](C=4C=CC=CC4)(C=5C=CC=CC5)C=6C=CC=CC6)([P](C=7C=CC=CC7)(C=8C=CC=CC8)C=9C=CC=CC9)[P](C=1C=CC=CC1)(C=1C=CC=CC1)C=1C=CC=CC1 (Pd(PPh3)4). The solvent is C1(=CC=CC=C1)C (toluene), CCOC(=O)C (EtOAc). Conditions: temperature 110 celsius, time 3 hour. Yields the product FC=1C=C(CNC(=O)C=2SC(=CC2)C2=CC=C(C=C2)C(F)(F)F)C=C(C1NS(=O)(=O)C)F (5-(4-Trifluoromethyl-phenyl)-thiophene-2-carboxylic acid 3,5-difluoro-4-methanesulfonylamino-benzylamide). Yield: 78.1%. Reaction SMILES: [F:1][C:2]1[CH:3]=[C:4]([CH:15]=[C:16]([F:23])[C:17]=1[NH:18][S:19]([CH3:22])(=[O:21])=[O:20])[CH2:5][NH:6][C:7]([C:9]1[S:10][C:11](Br)=[CH:12][CH:13]=1)=[O:8].[F:24][C:25]([F:36])([F:35])[C:26]1[CH:31]=[CH:30][C:29](B(O)O)=[CH:28][CH:27]=1.C([O-])([O-])=O.[Na+].[Na+].CCO>C1(C)C=CC=CC=1.CCOC(C)=O.C1C=CC([P]([Pd]([P](C2C=CC=CC=2)(C2C=CC=CC=2)C2C=CC=CC=2)([P](C2C=CC=CC=2)(C2C=CC=CC=2)C2C=CC=CC=2)[P](C2C=CC=CC=2)(C2C=CC=CC=2)C2C=CC=CC=2)(C2C=CC=CC=2)C2C=CC=CC=2)=CC=1>[F:1][C:2]1[CH:3]=[C:4]([CH:15]=[C:16]([F:23])[C:17]=1[NH:18][S:19]([CH3:22])(=[O:21])=[O:20])[CH2:5][NH:6][C:7]([C:9]1[S:10][C:11]([C:29]2[CH:30]=[CH:31][C:26]([C:25]([F:36])([F:35])[F:24])=[CH:27][CH:28]=2)=[CH:12][CH:13]=1)=[O:8] |f:2.3.4,^1:62,64,83,102|. Procedure details: To a suspension of 5-bromo-thiophene-2-carboxylic acid 3,5-difluoro-4-methanesulfonylamino-benzylamide (100 mg, 0.235 mmol), Pd(PPh3)4 (4.1 mg, 0.0035 mmol), and 4-trifluoromethyl phenyl boronic acid (53.5 mg, 0.282 mmol) in toluene (1 mL) was added 2N—Na2CO3 (0.5 mL)/EtOH (0.5 mL). The mixture was stirred 3 hours at 110° C. and was diluted with EtOAc. The mixture was washed with 1N HCl, water and brine, dried over anhydrous magnesium sulfate, filtered, and concentrated under reduced pressure. T... The reactants are c1ccc(CN2CCc3[nH]c4ccc(-c5ccccc5)cc4c3CC2)cc1, CC(=O)O, CCO. The product is c1ccc(-c2ccc3[nH]c4c(c3c2)CCNCC4)cc1. Reaction SMILES: [CH2:1]([c:2]1[cH:3][cH:4][cH:5][cH:6][cH:7]1)[N:8]1[CH2:9][CH2:10][c:11]2[nH:12][c:13]3[cH:14][cH:15][c:16](-[c:22]4[cH:23][cH:24][cH:25][cH:26][cH:27]4)[cH:17][c:18]3[c:19]2[CH2:20][CH2:21]1.[CH3:28][C:29](=[O:30])[OH:31].[CH3:32][CH2:33][OH:34]>>[NH:8]1[CH2:9][CH2:10][c:11]2[nH:12][c:13]3[cH:14][cH:15][c:16](-[c:22]4[cH:23][cH:24][cH:25][cH:26][cH:27]4)[cH:17][c:18]3[c:19]2[CH2:20][CH2:21]1.